The task is: describe an organic reaction: reactants, conditions, products, and yield. This data is from the Open Reaction Database (ORD), a public repository of structured organic reaction records. Reactants: CCOC(=O)C1C(C(OC(C)=O)C(Cl)(Cl)C(F)(F)F)C1(C)C, [Cl-], [NH4+], CN(C)C=O, [Zn]. The product is CCOC(=O)C1C(C=C(Cl)C(F)(F)F)C1(C)C. RXN SMILES: [CH3:1][C:2]1([CH3:22])[CH:3]([C:17](=[O:18])[O:19][CH2:20][CH3:21])[CH:4]1[CH:5]([C:6]([C:7]([F:8])([F:9])[F:10])([Cl:11])[Cl:16])[O:12][C:13](=[O:14])[CH3:15].[Cl-:23].[NH4+:24].[O:25]=[CH:26][N:27]([CH3:28])[CH3:29].[Zn:30]>>[CH3:1][C:2]1([CH3:22])[CH:3]([C:17](=[O:18])[O:19][CH2:20][CH3:21])[CH:4]1[CH:5]=[C:6]([C:7]([F:8])([F:9])[F:10])[Cl:11]. Starting materials: [Al+3], CO, CCOC(=O)c1sc(-c2ccc(C(F)(F)F)cc2)nc1C, [H-], [H-], [H-], [H-], [Li+], C1CCOC1, O. The product is Cc1nc(-c2ccc(C(F)(F)F)cc2)sc1CO. RXN SMILES: [Al+3:2].[CH3:29][OH:30].[CH3:7][c:8]1[n:9][c:10](-[c:18]2[cH:19][cH:20][c:21]([C:24]([F:25])([F:26])[F:27])[cH:22][cH:23]2)[s:11][c:12]1[C:13](=[O:14])[O:15][CH2:16][CH3:17].[H-:1].[H-:4].[H-:5].[H-:6].[Li+:3].[O:31]1[CH2:32][CH2:33][CH2:34][CH2:35]1.[OH2:28]>>[CH3:7][c:8]1[n:9][c:10](-[c:18]2[cH:19][cH:20][c:21]([C:24]([F:25])([F:26])[F:27])[cH:22][cH:23]2)[s:11][c:12]1[CH2:13][OH:14]. Starting materials: CC(=O)O[BH-](OC(C)=O)OC(C)=O, CCc1nc2ccccc2n1-c1nc(N2CCOCC2)c2nc(C=O)n(C)c2n1, ClCCCl, O=C(C1CNC1)N1CCC(O)C1, [Na+]. The product is CCc1nc2ccccc2n1-c1nc(N2CCOCC2)c2nc(CN3CC(C(=O)N4CCC(O)C4)C3)n(C)c2n1. As a reaction SMILES: [C:42]([O:43][BH-:44]([O:45][C:46](=[O:47])[CH3:48])[O:49][C:50](=[O:51])[CH3:52])(=[O:53])[CH3:54].[CH2:1]([CH3:2])[c:3]1[n:4][c:5]2[c:6]([n:7]1-[c:8]1[n:9][c:10]([N:20]3[CH2:21][CH2:22][O:23][CH2:24][CH2:25]3)[c:11]3[n:12][c:13]([CH:18]=[O:19])[n:14]([CH3:17])[c:15]3[n:16]1)[cH:26][cH:27][cH:28][cH:29]2.[Cl:56][CH2:57][CH2:58][Cl:59].[NH:30]1[CH2:31][CH:32]([C:34](=[O:35])[N:36]2[CH2:37][CH:38]([OH:41])[CH2:39][CH2:40]2)[CH2:33]1.[Na+:55]>>[CH2:1]([CH3:2])[c:3]1[n:4][c:5]2[c:6]([n:7]1-[c:8]1[n:9][c:10]([N:20]3[CH2:21][CH2:22][O:23][CH2:24][CH2:25]3)[c:11]3[n:12][c:13]([CH2:18][N:30]4[CH2:31][CH:32]([C:34](=[O:35])[N:36]5[CH2:37][CH:38]([OH:41])[CH2:39][CH2:40]5)[CH2:33]4)[n:14]([CH3:17])[c:15]3[n:16]1)[cH:26][cH:27][cH:28][cH:29]2. Reactants: BrC1=CC=C(C=C1)C1=NC2=CC=CC=C2N=C1C1=CC=CC=C1 (2-(4-bromophenyl)-3-phenylquinoxaline), Cl (hydrochloric acid), C(CCC)[Li] (n-butyllithium), B(OC)(OC)OC (trimethyl borate). Run in O1CCCC1 (tetrahydrofuran). Conditions: temperature -78 celsius, time 1 hour. Yields the product C1(=CC=CC=C1)C=1C(=NC2=CC=CC=C2N1)C1=CC=C(C=C1)B(O)O (4-(3-phenylquinoxalin-2-yl)phenylboronic acid). RXN SMILES: Br[C:2]1[CH:7]=[CH:6][C:5]([C:8]2[C:17]([C:18]3[CH:23]=[CH:22][CH:21]=[CH:20][CH:19]=3)=[N:16][C:15]3[C:10](=[CH:11][CH:12]=[CH:13][CH:14]=3)[N:9]=2)=[CH:4][CH:3]=1.C([Li])CCC.[B:29](OC)([O:32]C)[O:30]C.Cl>O1CCCC1>[C:18]1([C:17]2[C:8]([C:5]3[CH:6]=[CH:7][C:2]([B:29]([OH:32])[OH:30])=[CH:3][CH:4]=3)=[N:9][C:10]3[C:15]([N:16]=2)=[CH:14][CH:13]=[CH:12][CH:11]=3)[CH:23]=[CH:22][CH:21]=[CH:20][CH:19]=1. Procedure: In a 300 mL three-necked flask was placed 5.0 g (13 mmol) of 2-(4-bromophenyl)-3-phenylquinoxaline, and the atmosphere in the flask was placed with nitrogen. There was added 40 mL of tetrahydrofuran, and the mixture was cooled to −78° C. under nitrogen stream. After cooling, 10 mL (16 mmol) of 1.6 M n-butyllithium was dripped thereinto, and the mixture was stirred at the same temperature for 1 hour. After a predetermined time, there was added 3.1 mL (27 mmol) of trimethyl borate, and the tempera... Starting materials: ClC=1C=CC2=C(NC(CC(C2=O)=CN(C)C)=O)C1 (8-chloro-4-dimethylaminomethylene-3,4-dihydro-1H-benzo[b]azepine-2,5-dione), S(=O)(=O)(O)O.CN(C(=N)N)C (1,1-dimethylguanidine sulfate). The product is ClC=1C=CC2=C(NC(CC3=C2N=C(N=C3)N(C)C)=O)C1 (9-Chloro-2-dimethylamino-5H,7H-benzo[b]pyrimido[4,5-d]azepin-6-one). RXN SMILES: [Cl:1][C:2]1[CH:3]=[CH:4][C:5]2[C:11](=O)[C:10](=[CH:13]N(C)C)[CH2:9][C:8](=[O:17])[NH:7][C:6]=2[CH:18]=1.S(O)(O)(=O)=O.[CH3:24][N:25]([CH3:29])[C:26]([NH2:28])=[NH:27]>>[Cl:1][C:2]1[CH:3]=[CH:4][C:5]2[C:11]3[N:27]=[C:26]([N:25]([CH3:29])[CH3:24])[N:28]=[CH:13][C:10]=3[CH2:9][C:8](=[O:17])[NH:7][C:6]=2[CH:18]=1 |f:1.2|. Procedure: In a manner similar to that described for method I, 8-chloro-4-dimethylaminomethylene-3,4-dihydro-1H-benzo[b]azepine-2,5-dione (v-j) and 1,1-dimethylguanidine sulfate were converted to I-22 (42%): HRMS Calcd. for C14H13ClN4O: 289.0856, Found 289.0843. The reactants are CC(=O)Nc1cc(F)cc(Br)c1, CCO, Cl. Yields the product Nc1cc(F)cc(Br)c1, Cl. Reaction SMILES: [Br:1][c:2]1[cH:3][c:4]([NH:9][C:10](=[O:11])[CH3:12])[cH:5][c:6]([F:8])[cH:7]1.[CH3:14][CH2:15][OH:16].[ClH:13]>>[Br:1][c:2]1[cH:3][c:4]([NH2:9])[cH:5][c:6]([F:8])[cH:7]1.[ClH:13]. The reactants are ClC1=CC=C(C=C1)C(CO)C(CCC)C1=CC=C(C(=O)NCCC(=O)OC)C=C1 (methyl N-(4-{1-[1-(4-chlorophenyl)-2-hydroxyethyl]butyl}benzoyl)-β-alaninate), BrCC1=CC=C(C=C1)OC(F)(F)F (1-(bromomethyl)-4-(trifluoromethoxy)benzene), Ag2O. Solvent: C(Cl)Cl (DCM). Product: ClC1=CC=C(C=C1)C(COCC1=CC=C(C=C1)OC(F)(F)F)C(CCC)C1=CC=C(C(=O)NCCC(=O)OC)C=C1 (Methyl N-{4-[1-(1-(4-chlorophenyl)-2-{[4-(trifluoromethoxy)benzyl]oxy}ethyl)butyl]benzoyl}-β-alaninate). As a reaction SMILES: [Cl:1][C:2]1[CH:7]=[CH:6][C:5]([CH:8]([CH:11]([C:15]2[CH:29]=[CH:28][C:18]([C:19]([NH:21][CH2:22][CH2:23][C:24]([O:26][CH3:27])=[O:25])=[O:20])=[CH:17][CH:16]=2)[CH2:12][CH2:13][CH3:14])[CH2:9][OH:10])=[CH:4][CH:3]=1.Br[CH2:31][C:32]1[CH:37]=[CH:36][C:35]([O:38][C:39]([F:42])([F:41])[F:40])=[CH:34][CH:33]=1>C(Cl)Cl>[Cl:1][C:2]1[CH:3]=[CH:4][C:5]([CH:8]([CH:11]([C:15]2[CH:16]=[CH:17][C:18]([C:19]([NH:21][CH2:22][CH2:23][C:24]([O:26][CH3:27])=[O:25])=[O:20])=[CH:28][CH:29]=2)[CH2:12][CH2:13][CH3:14])[CH2:9][O:10][CH2:31][C:32]2[CH:37]=[CH:36][C:35]([O:38][C:39]([F:40])([F:41])[F:42])=[CH:34][CH:33]=2)=[CH:6][CH:7]=1. Procedure details: The major diastereomer of methyl N-(4-{1-[1-(4-chlorophenyl)-2-hydroxyethyl]butyl}benzoyl)-β-alaninate (EXAMPLE 86, Step C, 80 mg, 0.19 mmol), 1-(bromomethyl)-4-(trifluoromethoxy)benzene (97 mg, 0.38 mmol) and Ag2O (87 mg, 0.38 mmol) in DCM (20 mL) was refluxed overnight. After cooling to room temperature, the mixture was filtered, then the filtrate was concentrated. The resulting residue was purified by PTLC to afford the title compound. 1H NMR (300 MHz, CDCl3) δ 7.71 (d, J=8 Hz, 2H); 7.22-7.31...